This data is from the Open Reaction Database (ORD), a public repository of structured organic reaction records. The task is: describe an organic reaction: reactants, conditions, products, and yield Procedure details: H2 was sent to the solution of 5,7-dichloro-2′,3′-dihydro-1′H-spiro[isoindoline-1,4′-pyridin]-3-one (400 mg, 1.5 mmol), PtO2 (40 mg) in acetic acid (10 mL). The mixture was stirred at rt for 2 h. The mixture was filtered, the filtrate was neutralized with satd aq NaHCO3 and extracted with EtOAc (3×). The combined organic layers were washed with brine, dried and concentrated to give 5,7-dichlorospiro[isoindoline-1,4′-piperidin]-3-one (300 mg, 73%). 1H NMR (CD3OD): 1.36 (m, 2H), 2.76 (m, 2H), 2.94... RXN SMILES: [Cl:1][C:2]1[CH:3]=[C:4]2[C:13](=[C:14]([Cl:16])[CH:15]=1)[C:7]1([CH:12]=[CH:11][NH:10][CH2:9][CH2:8]1)[NH:6][C:5]2=[O:17]>C(O)(=O)C.O=[Pt]=O>[Cl:1][C:2]1[CH:3]=[C:4]2[C:13](=[C:14]([Cl:16])[CH:15]=1)[C:7]1([CH2:12][CH2:11][NH:10][CH2:9][CH2:8]1)[NH:6][C:5]2=[O:17]. Reagents/catalysts: O=[Pt]=O (PtO2). Run at time 2 hour. The reactants are ClC=1C=C2C(NC3(CCNC=C3)C2=C(C1)Cl)=O (5,7-dichloro-2′,3′-dihydro-1′H-spiro[isoindoline-1,4′-pyridin]-3-one). The solvent is C(C)(=O)O (acetic acid). Yield: 73.8%. The product is ClC=1C=C2C(NC3(CCNCC3)C2=C(C1)Cl)=O (5,7-dichlorospiro[isoindoline-1,4′-piperidin]-3-one). The reactants are C([O-])([O-])=O.[K+].[K+] (potassium carbonate), C1=CC=C(C=C1)CCBr (2-phenethyl bromide), C(C)(C)(C)OC(=O)N1CCN(CC1)C1=NC=2N(C(NC(C2N1C1=C(C=CC=C1)Cl)=O)=O)CC(=O)OC (4-[7-(2-Chlorophenyl)-3-methoxycarbonylmethyl-2,6-dioxo-2,3,6,7-tetrahydro-1H-purin-8-yl]piperazine-1-carboxylic acid tert-butyl ester). The solvent is C(C)(=O)OCC (ethyl acetate), CN(C=O)C (N,N-dimethylformamide). Conditions: temperature 50 celsius, time 8 hour. Product: C(C)(C)(C)OC(=O)N1CCN(CC1)C1=NC=2N(C(N(C(C2N1C1=C(C=CC=C1)Cl)=O)CCC1=CC=CC=C1)=O)CC(=O)OC (4-[7-(2-Chlorophenyl)-3-methoxycarbonylmethyl-2,6-dioxo-1-phenethyl-2,3,6,7-tetrahydro-1H-purin-8-yl]piperazine-1-carboxylic acid tert-butyl ester). As a reaction SMILES: [C:1]([O:5][C:6]([N:8]1[CH2:13][CH2:12][N:11]([C:14]2[N:22]([C:23]3[CH:28]=[CH:27][CH:26]=[CH:25][C:24]=3[Cl:29])[C:21]3[C:20](=[O:30])[NH:19][C:18](=[O:31])[N:17]([CH2:32][C:33]([O:35][CH3:36])=[O:34])[C:16]=3[N:15]=2)[CH2:10][CH2:9]1)=[O:7])([CH3:4])([CH3:3])[CH3:2].C(=O)([O-])[O-].[K+].[K+].[CH:43]1[CH:48]=[CH:47][C:46]([CH2:49][CH2:50]Br)=[CH:45][CH:44]=1>CN(C)C=O.C(OCC)(=O)C>[C:1]([O:5][C:6]([N:8]1[CH2:13][CH2:12][N:11]([C:14]2[N:22]([C:23]3[CH:28]=[CH:27][CH:26]=[CH:25][C:24]=3[Cl:29])[C:21]3[C:20](=[O:30])[N:19]([CH2:50][CH2:49][C:46]4[CH:47]=[CH:48][CH:43]=[CH:44][CH:45]=4)[C:18](=[O:31])[N:17]([CH2:32][C:33]([O:35][CH3:36])=[O:34])[C:16]=3[N:15]=2)[CH2:10][CH2:9]1)=[O:7])([CH3:4])([CH3:3])[CH3:2] |f:1.2.3|. Procedure: 4-[7-(2-Chlorophenyl)-3-methoxycarbonylmethyl-2,6-dioxo-2,3,6,7-tetrahydro-1H-purin-8-yl]piperazine-1-carboxylic acid tert-butyl ester (49 mg) was dissolved in N,N-dimethylformamide (1 ml), and potassium carbonate (20 mg) and 2-phenethyl bromide (0.03 ml) were added to the solution. Then, the mixture was stirred at 50° C. overnight. The reaction mixture was diluted with ethyl acetate, and washed with water and 1N hydrochloric acid. The organic layer was dried over anhydrous magnesium sulfate and... Starting materials: S(=O)(=O)(N)N (Sulfamide), S(O)(O)(=O)=O (sulfuric acid), ClCCC#N (3-chloropropionitrile). Run in C(Cl)Cl (methylene chloride), CC(=O)C (acetone). Reaction conditions: temperature 57.5 celsius. Product: S(O)(O)(=O)=O.S(N)(=O)(=O)NC(CCCl)=N (N-Sulfamyl-3-chloropropionamidine sulfuric acid). As a reaction SMILES: [S:1]([NH2:5])([NH2:4])(=[O:3])=[O:2].[S:6](=[O:10])(=[O:9])([OH:8])[OH:7].[Cl:11][CH2:12][CH2:13][C:14]#[N:15]>C(Cl)Cl.CC(C)=O>[S:6](=[O:8])(=[O:7])([OH:10])[OH:9].[S:1]([NH:5][C:14](=[NH:15])[CH2:13][CH2:12][Cl:11])(=[O:3])(=[O:2])[NH2:4] |f:5.6|. Reported procedure: Sulfamide (9.6 g, 0.1 mole) was added to a solution of conc. sulfuric acid (98%, 9.8 g, 0.1 mole) in 3-chloropropionitrile (51.3 g, 0.6 mole). The suspension was heated at 55-60° C., for 18 hours. At the end of the heating period, the mixture was cooled to room temperature, diluted with methylene chloride (150 ml), and filtered. The solid, thus obtained, was suspended in acetone (50 ml), and the suspension filtered and the product dried. The reactants are C1(=CC=CC=C1)CCCCC(=O)O (5-Phenylpentanoic acid), CO (methanol). Product: C1(=CC=CC=C1)CCCCC(=O)OC (Methyl 5-phenylpentanoate). Reaction SMILES: [C:1]1([CH2:7][CH2:8][CH2:9][CH2:10][C:11]([OH:13])=[O:12])[CH:6]=[CH:5][CH:4]=[CH:3][CH:2]=1.[CH3:14]O>>[C:1]1([CH2:7][CH2:8][CH2:9][CH2:10][C:11]([O:13][CH3:14])=[O:12])[CH:6]=[CH:5][CH:4]=[CH:3][CH:2]=1. Procedure details: 5-Phenylpentanoic acid (10.0 g) was dissolved in 250 mL of methanol and sparged with hydrogen chloride gas at room temperature for 15 minutes. The solvent was then removed under vacuum. Methyl 5-phenylpentanoate obtained was used in the next step without further purification. Starting materials: Oc1cccnc1Oc1cccc(Br)c1, C1CCOC1, COc1cncc(OC)c1CCCO, CC(C)OC(=O)N=NC(=O)OC(C)C, c1ccc(P(c2ccccc2)c2ccccc2)cc1. Product: COc1cncc(OC)c1CCCOc1cccnc1Oc1cccc(Br)c1. As a reaction SMILES: [Br:48][c:49]1[cH:50][c:51]([O:52][c:53]2[n:54][cH:55][cH:56][cH:57][c:58]2[OH:59])[cH:60][cH:61][cH:62]1.[CH2:63]1[O:64][CH2:65][CH2:66][CH2:67]1.[CH3:1][O:2][c:3]1[cH:4][n:5][cH:6][c:7]([O:13][CH3:14])[c:8]1[CH2:9][CH2:10][CH2:11][OH:12].[O:34]=[C:35]([O:36][CH:37]([CH3:38])[CH3:39])[N:40]=[N:41][C:42]([O:43][CH:44]([CH3:45])[CH3:46])=[O:47].[c:15]1([P:16]([c:17]2[cH:18][cH:19][cH:20][cH:21][cH:22]2)[c:23]2[cH:24][cH:25][cH:26][cH:27][cH:28]2)[cH:29][cH:30][cH:31][cH:32][cH:33]1>>[CH3:1][O:2][c:3]1[cH:4][n:5][cH:6][c:7]([O:13][CH3:14])[c:8]1[CH2:9][CH2:10][CH2:11][O:12][c:58]1[c:53]([O:52][c:51]2[cH:50][c:49]([Br:48])[cH:62][cH:61][cH:60]2)[n:54][cH:55][cH:56][cH:57]1. Reactants: N(=O)[O-].[Na+] (sodium nitrite), NC=1C=C2C(C(NC2=CC1N)=O)(C)C (5,6-diamino-3,3-dimethylindolin-2-one), Cl (hydrochloric acid). The product is CC1(C(NC2=CC3=C(NN=N3)C=C21)=O)C (7,7-Dimethyl-6,7-dihydro-1H,5H-pyrrolo[2,3-f]benzotriazol-6-one). Reaction SMILES: [N:1]([O-])=O.[Na+].[NH2:5][C:6]1[CH:7]=[C:8]2[C:12](=[CH:13][C:14]=1[NH2:15])[NH:11][C:10](=[O:16])[C:9]2([CH3:18])[CH3:17].Cl>>[CH3:17][C:9]1([CH3:18])[C:8]2[C:12](=[CH:13][C:14]3[N:15]=[N:1][NH:5][C:6]=3[CH:7]=2)[NH:11][C:10]1=[O:16] |f:0.1|. Reported procedure: 240 mg. (3.5 mMole) sodium nitrite were added portionwise to a suspension of 570 mg. (3 mMole) 5,6-diamino-3,3-dimethylindolin-2-one in 6 ml. 1N hydrochloric acid, the temperature being maintained between 0° and 5° C. by ice cooling. A red solution is obtained which is heated to 50° to 60° C. for 5 minutes. After cooling to ambient temperature, the crystalline precipitate obtained is filtered off with suction and washed with water. There are obtained 380 mg. of the title compound in the form of ...